Dataset: the Open Reaction Database (ORD), a public repository of structured organic reaction records. Task: describe an organic reaction: reactants, conditions, products, and yield Reactants: Cl (hydrochloric acid), solution, COCC(=O)NC1=CC=C(C=C1)C=1N=C(SC1)CN1N=CC(=C1)C(=O)OCC (ethyl 1-[(4-{4-[(methoxyacetyl)amino]phenyl}-1,3-thiazol-2-yl)methyl]-1H-pyrazole-4-carboxylate), [OH-].[Na+] (sodium hydroxide). Solvent: C(C)O (ethanol), [Cl-].[Na+].O (brine). Conditions: time 8 hour. Yields the product COCC(=O)NC1=CC=C(C=C1)C=1N=C(SC1)CN1N=CC(=C1)C(=O)O (1-[(4-{4-[(methoxyacetyl)amino]phenyl}-1,3-thiazol-2-yl)methyl]-1H-pyrazole-4-carboxylic acid). Isolated yield 47.6%. As a reaction SMILES: [CH3:1][O:2][CH2:3][C:4]([NH:6][C:7]1[CH:12]=[CH:11][C:10]([C:13]2[N:14]=[C:15]([CH2:18][N:19]3[CH:23]=[C:22]([C:24]([O:26]CC)=[O:25])[CH:21]=[N:20]3)[S:16][CH:17]=2)=[CH:9][CH:8]=1)=[O:5].[OH-].[Na+].Cl>C(O)C.[Cl-].[Na+].O>[CH3:1][O:2][CH2:3][C:4]([NH:6][C:7]1[CH:12]=[CH:11][C:10]([C:13]2[N:14]=[C:15]([CH2:18][N:19]3[CH:23]=[C:22]([C:24]([OH:26])=[O:25])[CH:21]=[N:20]3)[S:16][CH:17]=2)=[CH:9][CH:8]=1)=[O:5] |f:1.2,5.6.7|. Procedure: To a solution (4 mL) of the compound (250 mg, 0.62 mmol) obtained in Example 36c in ethanol was added 2N aqueous sodium hydroxide solution (1.6 mL, 3.2 mmol), and the mixture was stirred at room temperature overnight. The reaction mixture was neutralized with 1N aqueous hydrochloric acid solution, saturated brine was added, and the mixture was extracted with ethyl acetate. The obtained organic layer was washed with saturated brine, and dried over anhydrous sodium sulfate. The solvent was evapora... The solvent is O (H2O), CO (methanol). Procedure details: A solution of Oxone® (570 g, 0.92 mol) in H2O (2 L) was added to a stirred solution of 2,3-dihydrothieno[2,3-b]thiophene (44 g, 0.31 mol) in methanol (1 L). The reaction was stirred for 1.5 h at room temperature, and then extracted with ethyl acetate (5×1 L). The combined extracts were washed with brine, dried over MgSO4, filtered, and concentrated in vacuo to give a soft solid. This was treated with n-butyl chloride and filtered to give the title compound as a light tan solid (35 g, 65%). 1H NM... The product is S1(CCC2=C1SC=C2)(=O)=O (2,3-Dihydrothieno[2,3-b]thiophene-1,1-dioxide). Run at time 1.5 hour. Isolated yield 65.0%. Starting materials: C(CCC)Cl (n-butyl chloride), OOS(=O)[O-].[K+] (Oxone), S1CCC2=C1SC=C2 (2,3-dihydrothieno[2,3-b]thiophene). As a reaction SMILES: O[O:2][S:3]([O-:5])=O.[K+].[S:7]1[C:11]2S[CH:13]=[CH:14][C:10]=2[CH2:9][CH2:8]1.C(Cl)CCC>O.CO>[S:3]1(=[O:5])(=[O:2])[C:11]2[S:7][CH:8]=[CH:9][C:10]=2[CH2:14][CH2:13]1 |f:0.1|. Reactants: Cl (HCl), [OH-].[Na+] (NaOH), [NH4+].[Cl-] (NH4Cl), Cl.FC1=C(C=C(C=C1)[N+](=O)[O-])[C@@]12N=C(SC[C@@H]1[C@H](OC2)C(F)(F)F)N ((4aS,5S,7aS)-7a-(2-fluoro-5-nitrophenyl)-5-(trifluoromethyl)-4a,5,7,7a-tetrahydro-4H-furo[3,4-d][1,3]thiazin-2-amine hydrochloride). The reagents and catalysts are [Fe] (iron). Run in C(C)O (Ethanol), C(C)O (ethanol). Reaction conditions: temperature 65 celsius, time 30 minute. The product is NC=1C=CC(=C(C1)[C@@]12N=C(SC[C@@H]1[C@H](OC2)C(F)(F)F)N)F ((4aS,5S,7aS)-7a-(5-amino-2-fluorophenyl)-5-(trifluoromethyl)-4a,5,7,7a-tetrahydro-4H-furo[3,4-d][1,3]thiazin-2-amine). Yield: 0.1%. Reaction SMILES: Cl.[NH4+].[Cl-].Cl.[F:5][C:6]1[CH:11]=[CH:10][C:9]([N+:12]([O-])=O)=[CH:8][C:7]=1[C@:15]12[CH2:23][O:22][C@H:21]([C:24]([F:27])([F:26])[F:25])[C@H:20]1[CH2:19][S:18][C:17]([NH2:28])=[N:16]2.[OH-].[Na+]>[Fe].C(O)C>[NH2:12][C:9]1[CH:10]=[CH:11][C:6]([F:5])=[C:7]([C@:15]23[CH2:23][O:22][C@H:21]([C:24]([F:26])([F:25])[F:27])[C@H:20]2[CH2:19][S:18][C:17]([NH2:28])=[N:16]3)[CH:8]=1 |f:1.2,3.4,5.6|. Procedure: Ethanol (0.975 L) was added to iron powder (62.5 g, 1.12 mol) under nitrogen atmosphere. Concentrated HCl (9.03 mL) was added at ambient temperature and the suspension was heated to 65° C. for 1.5 h. The suspension was then cooled to 50° C., and sat. aq. NH4Cl (299 g) were added. The temperature of the reaction mixture was allowed to reach 50° C., and (4aS,5S,7aS)-7a-(2-fluoro-5-nitrophenyl)-5-(trifluoromethyl)-4a,5,7,7a-tetrahydro-4H-furo[3,4-d][1,3]thiazin-2-amine hydrochloride (75.0 g, 187.0 ... The reactants are FC(C(=O)[O-])(F)F (trifluoroacetate), C(C)(C)(C)OC(=O)N1CCC(=CC1)C1=C2C=C(N(C2=CC(=C1)F)CC1=CC=CC=C1)C(N)=O (4-(1-Benzyl-2-carbamoyl-6-fluoro-1H-indol-4-yl)-3,6-dihydro-2H-pyridine-1-carboxylic acid tert-butyl ester), FC(C(=O)O)(F)F (trifluoroacetic acid). Product: C(C1=CC=CC=C1)N1C(=CC2=C(C=C(C=C12)F)C1CCNCC1)C(=O)N (1-Benzyl-6-fluoro-4-piperidin-4-yl-1H-indole-2-carboxylic acid amide). As a reaction SMILES: FC(F)(F)C([O-])=O.C(OC([N:15]1[CH2:20][CH:19]=[C:18]([C:21]2[CH:29]=[C:28]([F:30])[CH:27]=[C:26]3[C:22]=2[CH:23]=[C:24]([C:38](=[O:40])[NH2:39])[N:25]3[CH2:31][C:32]2[CH:37]=[CH:36][CH:35]=[CH:34][CH:33]=2)[CH2:17][CH2:16]1)=O)(C)(C)C.FC(F)(F)C(O)=O>>[CH2:31]([N:25]1[C:26]2[C:22](=[C:21]([CH:18]3[CH2:17][CH2:16][NH:15][CH2:20][CH2:19]3)[CH:29]=[C:28]([F:30])[CH:27]=2)[CH:23]=[C:24]1[C:38]([NH2:39])=[O:40])[C:32]1[CH:37]=[CH:36][CH:35]=[CH:34][CH:33]=1. Reported procedure: 1-Benzyl-6-fluoro-4-piperidin-4-yl-1H-indole-2-carboxylic acid amide was prepared as trifluoroacetate salt by hydrogenation of 4-(1-Benzyl-2-carbamoyl-6-fluoro-1H-indol-4-yl)-3,6-dihydro-2H-pyridine-1-carboxylic acid tert-butyl ester, followed by deprotection with trifluoroacetic acid, using the procedure of steps 3 and 4 of Example 2. MS: (M+H)+ 352. Starting materials: C(=O)(O)[O-].[Na+] (NaHCO3), [N+](=O)([O-])C1=CC=C(S1)S(=O)(=O)N1C[C@@H](N(CC1)C1=NC=C(C=N1)C(C(F)(F)F)(C(F)(F)F)O)CN1C(C(NCC1)=O)(C)C (4-(((2S)-4-((5-nitro-2-thiophenyl)sulfonyl)-1-(5-(2,2,2-trifluoro-1-hydroxy-1-(trifluoromethyl)ethyl)-2-pyrimidinyl)-2-piperazinyl)methyl)-3,3-dimethyl-2-piperazinone). Reagents/catalysts: [Fe] (iron), [Fe] (iron). Run in CC(=O)O (AcOH). Run at temperature 50 celsius, time 30 minute. Product: NC1=CC=C(S1)S(=O)(=O)N1C[C@@H](N(CC1)C1=NC=C(C=N1)C(C(F)(F)F)(C(F)(F)F)O)CN1C(C(NCC1)=O)(C)C (4-(((2S)-4-((5-amino-2-thiophenyl)sulfonyl)-1-(5-(2,2,2-trifluoro-1-hydroxy-1-(trifluoromethyl)ethyl)-2-pyrimidinyl)-2-piperazinyl)methyl)-3,3-dimethyl-2-piperazinone). Yield: 28.0%. Reaction SMILES: [N+:1]([C:4]1[S:8][C:7]([S:9]([N:12]2[CH2:17][CH2:16][N:15]([C:18]3[N:23]=[CH:22][C:21]([C:24]([OH:33])([C:29]([F:32])([F:31])[F:30])[C:25]([F:28])([F:27])[F:26])=[CH:20][N:19]=3)[C@@H:14]([CH2:34][N:35]3[CH2:40][CH2:39][NH:38][C:37](=[O:41])[C:36]3([CH3:43])[CH3:42])[CH2:13]2)(=[O:11])=[O:10])=[CH:6][CH:5]=1)([O-])=O.C([O-])(O)=O.[Na+]>[Fe].CC(O)=O>[NH2:1][C:4]1[S:8][C:7]([S:9]([N:12]2[CH2:17][CH2:16][N:15]([C:18]3[N:19]=[CH:20][C:21]([C:24]([OH:33])([C:25]([F:26])([F:28])[F:27])[C:29]([F:30])([F:31])[F:32])=[CH:22][N:23]=3)[C@@H:14]([CH2:34][N:35]3[CH2:40][CH2:39][NH:38][C:37](=[O:41])[C:36]3([CH3:43])[CH3:42])[CH2:13]2)(=[O:10])=[O:11])=[CH:6][CH:5]=1 |f:1.2|. Procedure: A 250-mL round-bottomed flask was charged with 4-(((2S)-4-((5-nitro-2-thiophenyl)sulfonyl)-1-(5-(2,2,2-trifluoro-1-hydroxy-1-(trifluoromethyl)ethyl)-2-pyrimidinyl)-2-piperazinyl)methyl)-3,3-dimethyl-2-piperazinone (0.314 g, 0.475 mmol, step 2), iron filings (0.136 g, 2.43 mmol) and AcOH (10 mL). The reaction mixture was heated at 50° C. for 3 h. An additional 0.052 g of iron filing was added and the heating at 50° C. was continued for 30 min. The mixture was allowed to cool to room temperature a... The reactants are C1(=CC=CC=C1)C(C(=O)Cl)C1=CC=CC=C1 (diphenylacetyl chloride), Cl.Cl.Cl.N1(CCNCC1)CCNC(C=CC=1C=NC=CC1)=O (N-[2-(piperazin-1-yl)-ethyl]-3-pyridin-3-yl-acrylic amide trihydrochloride), trihydrochloride, TEA. Run in ClCCl (dichloromethane), ClCCl (dichloromethane), ClCCl (dichloromethane). Conditions: temperature 0 celsius, time 8 hour. Yields the product C1(=CC=CC=C1)C(C(=O)N1CCN(CC1)CCNC(C=CC=1C=NC=CC1)=O)C1=CC=CC=C1 (N-[2-(4-diphenylacetyl-piperazin-1-yl)-ethyl]-3-pyridin-3-yl-acrylamide). Reaction SMILES: Cl.Cl.Cl.[N:4]1([CH2:10][CH2:11][NH:12][C:13](=[O:22])[CH:14]=[CH:15][C:16]2[CH:17]=[N:18][CH:19]=[CH:20][CH:21]=2)[CH2:9][CH2:8][NH:7][CH2:6][CH2:5]1.[C:23]1([CH:29]([C:33]2[CH:38]=[CH:37][CH:36]=[CH:35][CH:34]=2)[C:30](Cl)=[O:31])[CH:28]=[CH:27][CH:26]=[CH:25][CH:24]=1>ClCCl>[C:33]1([CH:29]([C:23]2[CH:24]=[CH:25][CH:26]=[CH:27][CH:28]=2)[C:30]([N:7]2[CH2:8][CH2:9][N:4]([CH2:10][CH2:11][NH:12][C:13](=[O:22])[CH:14]=[CH:15][C:16]3[CH:17]=[N:18][CH:19]=[CH:20][CH:21]=3)[CH2:5][CH2:6]2)=[O:31])[CH:34]=[CH:35][CH:36]=[CH:37][CH:38]=1 |f:0.1.2.3|. Procedure details: 8.0 g (22.6 mmol) N-[2-(piperazin-1-yl)-ethyl]-3-pyridin-3-yl-acrylic amide trihydrochloride (substance 317 as a trihydrochloride) and 13 ml (92.7 mmol) TEA are present in 100 ml absolute dichloromethane and cooled to ca. 0° C. under moisture exclusion. 6.3 g (24.9 mmol) diphenylacetyl chloride (90%) are dissolved in 70 ml absolute dichloromethane and added dropwise. The mixture is stirred overnight at RT without further cooling. Subsequently, 200 ml dichloromethane are added and the batch is wa... Reactants: O=C(O)CBr, Cc1cc(Br)cc(C)c1O, C1CCOC1, [H-], [Na+]. Product: Cc1cc(Br)cc(C)c1OCC(=O)O. As a reaction SMILES: [Br:13][CH2:14][C:15](=[O:16])[OH:17].[Br:3][c:4]1[cH:5][c:6]([CH3:12])[c:7]([OH:11])[c:8]([CH3:10])[cH:9]1.[CH2:18]1[O:19][CH2:20][CH2:21][CH2:22]1.[H-:1].[Na+:2]>>[Br:3][c:4]1[cH:5][c:6]([CH3:12])[c:7]([O:11][CH2:14][C:15](=[O:16])[OH:17])[c:8]([CH3:10])[cH:9]1. Reactants: BrCCCOC1CCCCO1, C1CCOC1, Fc1ccc(S)c(F)c1, [H-], [Na+]. The product is Fc1ccc(SCCCOC2CCCCO2)c(F)c1. As a reaction SMILES: [Br:12][CH2:13][CH2:14][CH2:15][O:16][CH:17]1[O:18][CH2:19][CH2:20][CH2:21][CH2:22]1.[CH2:23]1[O:24][CH2:25][CH2:26][CH2:27]1.[F:3][c:4]1[c:5]([SH:11])[cH:6][cH:7][c:8]([F:10])[cH:9]1.[H-:1].[Na+:2]>>[F:3][c:4]1[c:5]([S:11][CH2:13][CH2:14][CH2:15][O:16][CH:17]2[O:18][CH2:19][CH2:20][CH2:21][CH2:22]2)[cH:6][cH:7][c:8]([F:10])[cH:9]1. Reactants: C1(=CC=CC=C1)SC1=C(C=CC=C1)NC(=O)N1CCN(CC1)CCOCCOC(C1=CC=CC=C1)=O (Benzoic acid 2-{2-[4-(2-phenylsulfanyl-phenylcarbamoyl)piperazin-1-yl]-ethoxy}-ethyl ester), P(=O)(Cl)(Cl)Cl (phosphorus oxychloride), O=P12OP3(=O)OP(=O)(O1)OP(=O)(O2)O3 (phosphorus pentoxide). Reaction conditions: temperature 90 celsius, time 19 hour. Product: C1=CC=CC2=C1C(=NC1=C(S2)C=CC=C1)N1CCN(CC1)CCOCCOC(C1=CC=CC=C1)=O (Benzoic acid 2-[2-(4-dibenzo[b,f][1,4]-thiazepin-11-yl-piperazin-1-yl]-ethoxy]-ethyl ester). RXN SMILES: [C:1]1([S:7][C:8]2[CH:13]=[CH:12][CH:11]=[CH:10][C:9]=2[NH:14][C:15]([N:17]2[CH2:22][CH2:21][N:20]([CH2:23][CH2:24][O:25][CH2:26][CH2:27][O:28][C:29](=[O:36])[C:30]3[CH:35]=[CH:34][CH:33]=[CH:32][CH:31]=3)[CH2:19][CH2:18]2)=O)[CH:6]=[CH:5][CH:4]=[CH:3][CH:2]=1.P(Cl)(Cl)(Cl)=O.O=P12OP3(OP(OP(O3)(O1)=O)(=O)O2)=O>>[CH:5]1[C:6]2[C:15]([N:17]3[CH2:22][CH2:21][N:20]([CH2:23][CH2:24][O:25][CH2:26][CH2:27][O:28][C:29](=[O:36])[C:30]4[CH:35]=[CH:34][CH:33]=[CH:32][CH:31]=4)[CH2:19][CH2:18]3)=[N:14][C:9]3[CH:10]=[CH:11][CH:12]=[CH:13][C:8]=3[S:7][C:1]=2[CH:2]=[CH:3][CH:4]=1. Procedure details: Benzoic acid 2-{2-[4-(2-phenylsulfanyl-phenylcarbamoyl)piperazin-1-yl]-ethoxy}-ethyl ester (2 g, 3.96 mmol), phosphorus oxychloride (15 ml) and phosphorus pentoxide (2 g) were charged into a reaction flask. Then the mixture was stirred at 90° C. for 19 h. Phosphorus oxychloride was evaporated in vacuo. Dichloromethane (20 ml) and ice-water (20 ml) were added to the residue. NaHCO3 was added until the pH was 7-8. The organic phase was separated, washed with saturated NaCl-water (10 ml), dried wit... The reactants are C1(CCCCC1)C1=CC=C(C=C1)C=1OC(=C(N1)CCOC1=C2CCC=C(C2=CC=C1)CCO)C (2-(5-(2-(2-(4-cyclohexylphenyl)-5-methyloxazol-4-yl)ethoxy)-3,4-dihydronaphthalen-1-yl)ethanol), O (water). Reaction conditions: temperature -10 celsius, time 2 hour. Product: C1(CCCCC1)C1=CC=C(C=C1)C=1OC(=C(N1)CCOC1=C2CCC=C(C2=CC=C1)CC=O)C (2-(5-(2-(2-(4-cyclohexylphenyl)-5-methyloxazol-4-yl)ethoxy)-3,4-dihydronaphthalen-1-yl)acetaldehyde). Run in C(C)(=O)OCC (ethyl acetate), CS(=O)C (dimethylsulfoxide), C(C)(C)N(CC)C(C)C (diisopropylethylamine), CS(=O)C (dimethylsulfoxide). As a reaction SMILES: [CH:1]1([C:7]2[CH:12]=[CH:11][C:10]([C:13]3[O:14][C:15]([CH3:34])=[C:16]([CH2:18][CH2:19][O:20][C:21]4[CH:30]=[CH:29][CH:28]=[C:27]5[C:22]=4[CH2:23][CH2:24][CH:25]=[C:26]5[CH2:31][CH2:32][OH:33])[N:17]=3)=[CH:9][CH:8]=2)[CH2:6][CH2:5][CH2:4][CH2:3][CH2:2]1.O>C(OCC)(=O)C.CS(C)=O.C(N(C(C)C)CC)(C)C>[CH:1]1([C:7]2[CH:8]=[CH:9][C:10]([C:13]3[O:14][C:15]([CH3:34])=[C:16]([CH2:18][CH2:19][O:20][C:21]4[CH:30]=[CH:29][CH:28]=[C:27]5[C:22]=4[CH2:23][CH2:24][CH:25]=[C:26]5[CH2:31][CH:32]=[O:33])[N:17]=3)=[CH:11][CH:12]=2)[CH2:6][CH2:5][CH2:4][CH2:3][CH2:2]1. Yield: 131.4%. Reported procedure: To a mixed solution of the compound (1.20 g) prepared in Example 3 in ethyl acetate (12 ml) and dimethylsulfoxide (5.0 ml), diisopropylethylamine (2.7 ml) was added, and a dimethylsulfoxide (6.5 ml) solution of sulfur trioxide-pyridine complex (1.25 g) was added dropwise thereto at −10° C., followed by stirring at −10° C. for 2 hours. The reaction mixture was poured into cold water, and extracted with ethyl acetate. The extract was washed with a saturated saline, dried with anhydrous magnesium s...